From a dataset of the Open Reaction Database (ORD), a public repository of structured organic reaction records. describe an organic reaction: reactants, conditions, products, and yield The reactants are teflon, C(#N)C1=CC(=C(C=C1)C(CCC1C2=CC=CC=C2OC=2C=CC=CC12)=O)C (1-(4-cyano-2-methylphenyl)-2-(9H-xanthen-9-ylmethyl)ethanone), [C-]#N.[K+] (potassium cyanide), C([O-])([O-])=O.[NH4+].[NH4+] (ammonium carbonate), Example 1 ( v ). The solvent is C(C)O (ethanol), O (water). Run at temperature 85 celsius, time 3 day. The product is C(#N)C1=CC(=C(C=C1)C1(C(NC(N1)=O)=O)CC1C2=CC=CC=C2OC=2C=CC=CC12)C (5-(4-cyano-2-methylphenyl)-5-(9H-xanthen-9-ylmethyl)hydantoin). Reaction SMILES: C(C1C=CC([C:9](=[O:26])[CH2:10][CH2:11][CH:12]2[C:25]3[CH:24]=[CH:23][CH:22]=[CH:21][C:20]=3[O:19][C:18]3[C:13]2=[CH:14][CH:15]=[CH:16][CH:17]=3)=C(C)C=1)#N.[C-:28]#[N:29].[K+].[C:31](=[O:34])([O-])[O-].[NH4+:35].[NH4+:36]>C(O)C.O>[C:28]([C:15]1[CH:16]=[CH:17][C:18]([C:10]2([CH2:11][CH:12]3[C:13]4[CH:14]=[CH:15][CH:16]=[CH:17][C:18]=4[O:19][C:20]4[C:25]3=[CH:24][CH:23]=[CH:22][CH:21]=4)[NH:36][C:31](=[O:34])[NH:35][C:9]2=[O:26])=[C:13]([CH3:12])[CH:14]=1)#[N:29] |f:1.2,3.4.5|. Procedure details: A stirred mixture of 1-(4-cyano-2-methylphenyl)-2-(9H-xanthen-9-ylmethyl)ethanone (6.3 g, 18.6 mmol), potassium cyanide (2.2 g, 33.4 mmol) and ammonium carbonate (6.42 g, 66.9 mmol) in ethanol (9 ml) and water (9 ml) was heated at 85° C. for 2 days and then 100° C. for 3 days and finally 120° C. for 1 day in a teflon lined stainless steel sealed tube. The reaction was worked up as in Example 1 (v) to give a red oil. Purification on flash silica eluting with ethyl acetate-hexane (2:3 then 1:1 the...